Dataset: the Open Reaction Database (ORD), a public repository of structured organic reaction records. Task: describe an organic reaction: reactants, conditions, products, and yield The reactants are Nc1ncc(Br)nc1Br, CC(C)(C)OC(=O)NC1(C(=O)O)CC1, O=C(n1ccnc1)n1ccnc1, CN(C)C=O, CCOC(C)=O, CCN(C(C)C)C(C)C, ClCCl. Product: CC(C)(C)OC(=O)NC1(C(=O)Nc2ncc(Br)nc2Br)CC1. RXN SMILES: [Br:36][c:37]1[c:38]([NH2:44])[n:39][cH:40][c:41]([Br:43])[n:42]1.[C:13]([CH3:14])([CH3:15])([CH3:16])[O:17][C:18](=[O:19])[NH:20][C:21]1([C:24](=[O:25])[OH:26])[CH2:22][CH2:23]1.[C:1]([n:2]1[cH:3][cH:4][n:5][cH:6]1)([n:7]1[cH:8][cH:9][n:10][cH:11]1)=[O:12].[CH3:45][N:46]([CH3:47])[CH:48]=[O:49].[CH3:53][CH2:54][O:55][C:56](=[O:57])[CH3:58].[CH:27]([N:28]([CH2:29][CH3:30])[CH:31]([CH3:32])[CH3:33])([CH3:34])[CH3:35].[Cl:50][CH2:51][Cl:52]>>[C:13]([CH3:14])([CH3:15])([CH3:16])[O:17][C:18](=[O:19])[NH:20][C:21]1([C:24](=[O:26])[NH:44][c:38]2[c:37]([Br:36])[n:42][c:41]([Br:43])[cH:40][n:39]2)[CH2:22][CH2:23]1. Reactants: BrCCCCCCCn1c(-c2ccccc2)nc(-c2ccccc2)c1-c1ccccc1, [C-]#N, CS(C)=O, O. Yields the product N#CCCCCCCCn1c(-c2ccccc2)nc(-c2ccccc2)c1-c1ccccc1. Reaction SMILES: [Br:1][CH2:2][CH2:3][CH2:4][CH2:5][CH2:6][CH2:7][CH2:8][n:9]1[c:10](-[c:26]2[cH:27][cH:28][cH:29][cH:30][cH:31]2)[n:11][c:12](-[c:20]2[cH:21][cH:22][cH:23][cH:24][cH:25]2)[c:13]1-[c:14]1[cH:15][cH:16][cH:17][cH:18][cH:19]1.[C-:32]#[N:33].[CH3:35][S:36]([CH3:37])=[O:38].[OH2:34]>>[CH2:2]([CH2:3][CH2:4][CH2:5][CH2:6][CH2:7][CH2:8][n:9]1[c:10](-[c:26]2[cH:27][cH:28][cH:29][cH:30][cH:31]2)[n:11][c:12](-[c:20]2[cH:21][cH:22][cH:23][cH:24][cH:25]2)[c:13]1-[c:14]1[cH:15][cH:16][cH:17][cH:18][cH:19]1)[C:32]#[N:33]. The reactants are C#CCO, ClC(Cl)Cl, CCN(C(C)C)C(C)C, Clc1ccc(Cl)c(I)c1, [Cu]I, C1CCOC1, O=C(C=Cc1ccccc1)C=Cc1ccccc1, O=C(C=Cc1ccccc1)C=Cc1ccccc1, O=C(C=Cc1ccccc1)C=Cc1ccccc1, [Pd], [Pd], c1ccc(P(c2ccccc2)c2ccccc2)cc1. Product: OCC#Cc1cc(Cl)ccc1Cl. As a reaction SMILES: [CH2:29]([C:30]#[CH:31])[OH:32].[CH:100]([Cl:101])([Cl:102])[Cl:103].[CH:33]([N:34]([CH:35]([CH3:36])[CH3:37])[CH2:38][CH3:39])([CH3:40])[CH3:41].[Cl:1][c:2]1[c:3]([I:9])[cH:4][c:5]([Cl:8])[cH:6][cH:7]1.[Cu:42][I:43].[O:104]1[CH2:105][CH2:106][CH2:107][CH2:108]1.[O:46]=[C:47]([CH:48]=[CH:49][c:50]1[cH:51][cH:52][cH:53][cH:54][cH:55]1)[CH:56]=[CH:57][c:58]1[cH:59][cH:60][cH:61][cH:62][cH:63]1.[O:64]=[C:65]([CH:66]=[CH:67][c:68]1[cH:69][cH:70][cH:71][cH:72][cH:73]1)[CH:74]=[CH:75][c:76]1[cH:77][cH:78][cH:79][cH:80][cH:81]1.[O:82]=[C:83]([CH:84]=[CH:85][c:86]1[cH:87][cH:88][cH:89][cH:90][cH:91]1)[CH:92]=[CH:93][c:94]1[cH:95][cH:96][cH:97][cH:98][cH:99]1.[Pd:44].[Pd:45].[c:10]1([P:11]([c:12]2[cH:13][cH:14][cH:15][cH:16][cH:17]2)[c:18]2[cH:19][cH:20][cH:21][cH:22][cH:23]2)[cH:24][cH:25][cH:26][cH:27][cH:28]1>>[Cl:1][c:2]1[c:3]([C:31]#[C:30][CH2:29][OH:32])[cH:4][c:5]([Cl:8])[cH:6][cH:7]1. Starting materials: O=C(c1ncc[nH]1)c1ncc[nH]1, CCc1cc(CC(N)C(=O)OC)cc2cn[nH]c12, O=C1Nc2ccccc2CN1C1CCNCC1, C1CCOC1. The product is CCc1cc(CC(NC(=O)N2CCC(N3Cc4ccccc4NC3=O)CC2)C(=O)OC)cc2cn[nH]c12. RXN SMILES: [C:19](=[O:20])([c:21]1[nH:22][cH:23][cH:24][n:25]1)[c:26]1[nH:27][cH:28][cH:29][n:30]1.[CH3:1][O:2][C:3]([CH:4]([CH2:5][c:6]1[cH:7][c:8]2[cH:9][n:10][nH:11][c:12]2[c:13]([CH2:15][CH3:16])[cH:14]1)[NH2:17])=[O:18].[NH:31]1[CH2:32][CH2:33][CH:34]([N:37]2[C:38](=[O:47])[NH:39][c:40]3[cH:41][cH:42][cH:43][cH:44][c:45]3[CH2:46]2)[CH2:35][CH2:36]1.[O:48]1[CH2:49][CH2:50][CH2:51][CH2:52]1>>[CH3:1][O:2][C:3]([CH:4]([CH2:5][c:6]1[cH:7][c:8]2[cH:9][n:10][nH:11][c:12]2[c:13]([CH2:15][CH3:16])[cH:14]1)[NH:17][C:19](=[O:20])[N:31]1[CH2:32][CH2:33][CH:34]([N:37]2[C:38](=[O:47])[NH:39][c:40]3[cH:41][cH:42][cH:43][cH:44][c:45]3[CH2:46]2)[CH2:35][CH2:36]1)=[O:18]. The reactants are ClC=1C(=NC=C(N1)Cl)C=O (3,5-dichloropyrazine-2-carbaldehyde), C(C1=CC=CC=C1)NCCO (N-benzylethanolamine), C(C)(=O)O[BH-](OC(C)=O)OC(C)=O.[Na+] (sodium triacetoxyborohydride), C(O)([O-])=O.[Na+] (sodium hydrogen carbonate). The solvent is C1CCOC1 (THF), C(C)(=O)O (acetic acid), C(C)(=O)OCC (ethyl acetate). Conditions: time 8 hour. The product is C(C1=CC=CC=C1)N(CCO)CC1=NC=C(N=C1Cl)Cl (2-{benzyl[(3,5-dichloropyrazin-2-yl)methyl]amino}ethanol). The yield is 69.8%. Reaction SMILES: [Cl:1][C:2]1[C:3]([CH:9]=O)=[N:4][CH:5]=[C:6]([Cl:8])[N:7]=1.[CH2:11]([NH:18][CH2:19][CH2:20][OH:21])[C:12]1[CH:17]=[CH:16][CH:15]=[CH:14][CH:13]=1.C(O[BH-](OC(=O)C)OC(=O)C)(=O)C.[Na+].C(=O)([O-])O.[Na+]>C1COCC1.C(OCC)(=O)C.C(O)(=O)C>[CH2:11]([N:18]([CH2:9][C:3]1[C:2]([Cl:1])=[N:7][C:6]([Cl:8])=[CH:5][N:4]=1)[CH2:19][CH2:20][OH:21])[C:12]1[CH:17]=[CH:16][CH:15]=[CH:14][CH:13]=1 |f:2.3,4.5|. Reported procedure: To a solution of 3,5-dichloropyrazine-2-carbaldehyde (1.194 g), N-benzylethanolamine (1.02 g) and acetic acid (2.0 mL) in THF (50 mL) was added sodium triacetoxyborohydride (2.87 g), and the mixture was stirred at room temperature overnight. The reaction solution was diluted with ethyl acetate, and basified with saturated aqueous sodium hydrogen carbonate. The organic layer was separated, washed with water and saturated brine, dried over anhydrous magnesium sulfate, and concentrated under reduce...